From a dataset of the Open Reaction Database (ORD), a public repository of structured organic reaction records. describe an organic reaction: reactants, conditions, products, and yield Reactants: CC(c1ccc(C(F)(F)F)cc1)C(CO[Si](C)(C)C(C)(C)C)NC(=O)OC(C)(C)C, C1CCOC1, CCCC[N+](CCCC)(CCCC)CCCC, [F-]. Yields the product CC(c1ccc(C(F)(F)F)cc1)C(CO)NC(=O)OC(C)(C)C. RXN SMILES: [C:1]([Si:2]([CH3:3])([CH3:4])[O:6][CH2:7][CH:8]([CH:9]([CH3:10])[c:11]1[cH:12][cH:13][c:14]([C:17]([F:18])([F:19])[F:20])[cH:15][cH:16]1)[NH:21][C:22]([O:23][C:24]([CH3:25])([CH3:26])[CH3:27])=[O:28])([CH3:5])([CH3:29])[CH3:30].[CH2:49]1[O:50][CH2:51][CH2:52][CH2:53]1.[CH3:32][CH2:33][CH2:34][CH2:35][N+:36]([CH2:37][CH2:38][CH2:39][CH3:40])([CH2:41][CH2:42][CH2:43][CH3:44])[CH2:45][CH2:46][CH2:47][CH3:48].[F-:31]>>[OH:6][CH2:7][CH:8]([CH:9]([CH3:10])[c:11]1[cH:12][cH:13][c:14]([C:17]([F:18])([F:19])[F:20])[cH:15][cH:16]1)[NH:21][C:22]([O:23][C:24]([CH3:25])([CH3:26])[CH3:27])=[O:28].